Dataset: the Open Reaction Database (ORD), a public repository of structured organic reaction records. Task: describe an organic reaction: reactants, conditions, products, and yield Reactants: C(#N)C=1OC2=C(C(C1)=O)C=CC(=C2)O (2-cyano-7- hydroxy-4-oxo-4H-1-benzopyran), ClCCCBr (3-chlorobromopropane), C([O-])([O-])=O.[K+].[K+] (potassium carbonate). Solvent: CC(=O)C (acetone). The product is C(#N)C=1OC2=C(C(C1)=O)C=CC(=C2)OCCCCl (2-cyano-7-(3-chloropropyloxy)-4-oxo-4H-1-benzopyran). The yield is 51.0%. RXN SMILES: [C:1]([C:3]1[O:4][C:5]2[CH:13]=[C:12]([OH:14])[CH:11]=[CH:10][C:6]=2[C:7](=[O:9])[CH:8]=1)#[N:2].[Cl:15][CH2:16][CH2:17][CH2:18]Br.C(=O)([O-])[O-].[K+].[K+]>CC(C)=O>[C:1]([C:3]1[O:4][C:5]2[CH:13]=[C:12]([O:14][CH2:18][CH2:17][CH2:16][Cl:15])[CH:11]=[CH:10][C:6]=2[C:7](=[O:9])[CH:8]=1)#[N:2] |f:2.3.4|. Reported procedure: A mixture of 2.43 g (13 mmol) of 2-cyano-7- hydroxy-4-oxo-4H-1-benzopyran, 2.04 g (13 mmol) of 3-chlorobromopropane and 1.80 g (13 mmol) of potassium carbonate was refluxed in 250 ml dry acetone overnight with heating. After evaporating to dryness, the residue was extracted with chloroform (3×100 ml), and dried with sodium sulfate. The chloroform solution was evaporated to one-third of the original volume to which was added n-hexane. The white precipitate was collected by filtration, washed with... The reactants are [OH-].[Na+] (NaOH), FC=1C=C(C=CC1)O (3-fluorophenol), BrCC(=O)OCC (ethyl bromoacetate), C(=O)([O-])[O-].[K+].[K+] (K2CO3), Cl (HCl). Run in O.CCO (water EtOH), CC#N (MeCN). Reaction conditions: temperature 80 celsius, time 4 hour. Yields the product FC=1C=C(OCC(=O)O)C=CC1 (2-(3-fluorophenoxy)acetic acid). RXN SMILES: [F:1][C:2]1[CH:3]=[C:4]([OH:8])[CH:5]=[CH:6][CH:7]=1.Br[CH2:10][C:11]([O:13]CC)=[O:12].C([O-])([O-])=O.[K+].[K+].[OH-].[Na+].Cl>CC#N.O.CCO>[F:1][C:2]1[CH:3]=[C:4]([CH:5]=[CH:6][CH:7]=1)[O:8][CH2:10][C:11]([OH:13])=[O:12] |f:2.3.4,5.6,9.10|. Procedure: To a stirred mixture of 3-fluorophenol (100 mg, 0.893 mmol) in MeCN (5 mL) was added ethyl bromoacetate (222 mg, 1.34 mmol) and K2CO3 (369 mg, 2.68 mmol). The mixture was stirred at 80° C. for 4 hours. The mixture was then filtered and the filtrate concentrated. NaOH (71 mg, 1.79 mmol) and water:EtOH (1:1, 10 mL) was added to the residue and the mixture stirred at 50° C. for 4 hours. The mixture was acidified by adding 1M HCl, and then extracted with ethyl acetate (2×30 mL). The combined extract... The reactants are S1C=C(C=C1)C1=CC=NC=2N1N=CC2C(=O)OCC (ethyl 7-(3-thienyl)pyrazolo[1,5-a]pyrimidine-3-carboxylate), [OH-].[K+] (potassium hydroxide), Cl (hydrochloric acid). The solvent is C(C)O.O (ethanol water). The product is S1C=C(C=C1)C1=CC=NC=2N1N=CC2C(=O)O (7-(3-thienyl)pyrazolo[1,5-a]pyrimidine-3-carboxylic acid). RXN SMILES: [S:1]1[CH:5]=[CH:4][C:3]([C:6]2[N:11]3[N:12]=[CH:13][C:14]([C:15]([O:17]CC)=[O:16])=[C:10]3[N:9]=[CH:8][CH:7]=2)=[CH:2]1.[OH-].[K+].Cl>C(O)C.O>[S:1]1[CH:5]=[CH:4][C:3]([C:6]2[N:11]3[N:12]=[CH:13][C:14]([C:15]([OH:17])=[O:16])=[C:10]3[N:9]=[CH:8][CH:7]=2)=[CH:2]1 |f:1.2,4.5|. Procedure: A mixture of 0.05 mole of ethyl 7-(3-thienyl)pyrazolo[1,5-a]pyrimidine-3-carboxylate and 0.20 mole of potassium hydroxide in 50 ml. of ethanol-water is heated at reflux temperature for 4 hours. The mixture is acidified with concentrated hydrochloric acid and concentrated to give 7-(3-thienyl)pyrazolo[1,5-a]pyrimidine-3-carboxylic acid. The preceding compound in tetrahydrofuran is added dropwise to a solution of 0.10 mole of diborane in tetrahydrofuran chilled in an ice bath. After stirring for 2...